This data is from the Open Reaction Database (ORD), a public repository of structured organic reaction records. The task is: describe an organic reaction: reactants, conditions, products, and yield Starting materials: N=1C2=C(NC(C1)=O)C=1C=CC=CC1C2=O (9H-indeno[1,2-b]pyrazine-3,9(4H)-dione), C(CS)S (1,2-ethanedithiol), B(F)(F)F.CCOCC (boron trifluoride etherate). Run in C1=CC=CC=C1 (benzene). Yields the product C1CSC2(C=NC3=C(N2)C=2C=CC=CC2C3=O)S1 (9H-Indeno[1,2-b]pyrazine-3,9(4H)-dione 9-ethylene dithioacetal). Isolated yield 63.6%. RXN SMILES: [N:1]1[C:2]2[C:14](=[O:15])[C:13]3[CH:12]=[CH:11][CH:10]=[CH:9][C:8]=3[C:3]=2[NH:4][C:5](=O)[CH:6]=1.[CH2:16]([SH:19])[CH2:17][SH:18].B(F)(F)F.CCOCC>C1C=CC=CC=1>[CH2:16]1[S:19][C:5]2([NH:4][C:3]3[C:8]4[CH:9]=[CH:10][CH:11]=[CH:12][C:13]=4[C:14](=[O:15])[C:2]=3[N:1]=[CH:6]2)[S:18][CH2:17]1 |f:2.3|. Reported procedure: A suspension of 9H-indeno[1,2-b]pyrazine-3,9(4H)-dione (0.50 g, 2.52 mmol) in benzene (10 ml), 1,2-ethanedithiol (0.63 ml, 7.56 mmol) and boron trifluoride etherate (0.31 ml, 2.52 mmol) was refluxed for 23 hours. The reaction mixture was cooled to room temperature, and the precipitate was filtered off and washed with benzene and water and dried. The crude material (0.64 g) was recrystallized twice from ethanol to give 0.44 g (64%) of the title compound. M.p. 284°-290° C. 1H-NMR (DMSO-d6, δ): 3.7... Starting materials: Cc1cncc(-c2cccc(C(=O)CC(=O)Nc3cc(C)c(Cl)cc3NC(=O)OC(C)(C)C)c2)n1, ClCCl, O=C(O)C(F)(F)F. Product: Cc1cncc(-c2cccc(C3=Nc4cc(Cl)c(C)cc4NC(=O)C3)c2)n1. As a reaction SMILES: [C:1]([O:2][C:3](=[O:4])[NH:7][c:8]1[c:9]([NH:16][C:17]([CH2:18][C:19](=[O:5])[c:21]2[cH:22][c:23](-[c:27]3[n:28][c:29]([CH3:33])[cH:30][n:31][cH:32]3)[cH:24][cH:25][cH:26]2)=[O:34])[cH:10][c:11]([CH3:15])[c:12]([Cl:14])[cH:13]1)([CH3:6])([CH3:20])[CH3:35].[Cl:43][CH2:44][Cl:45].[F:36][C:37]([F:38])([F:39])[C:40]([OH:41])=[O:42]>>[N:7]1=[C:19]([c:21]2[cH:22][c:23](-[c:27]3[n:28][c:29]([CH3:33])[cH:30][n:31][cH:32]3)[cH:24][cH:25][cH:26]2)[CH2:18][C:17](=[O:34])[NH:16][c:9]2[c:8]1[cH:13][c:12]([Cl:14])[c:11]([CH3:15])[cH:10]2. Starting materials: ClC1=CC=2N(C=C1)C(=CN2)C(=O)NC2=C1C(=NN(C1=CC=C2)CC2=NC(=CC=C2)C)C2CC2 (7-Chloro-N-(3-cyclopropyl-1-((6-methylpyridin-2-yl)methyl)-1H-indazol-4-yl)imidazo[1,2-a]pyridine-3-carboxamide), [OH-].[K+] (potassium hydroxide), CN1CCN(CC1)CCO (2-(4-methylpiperazin-1-yl)ethanol). The solvent is CS(=O)C (DMSO), O (water), CS(=O)C (DMSO), C1CCOC1 (THF). Conditions: temperature 95 celsius, time 3 hour. Yields the product C1(CC1)C1=NN(C2=CC=CC(=C12)NC(=O)C1=CN=C2N1C=CC(=C2)OCCN2CCN(CC2)C)CC2=NC(=CC=C2)C (N-(3-cyclopropyl-1-((6-methylpyridin-2-yl)methyl)-1H-indazol-4-yl)-7-(2-(4-methylpiperazin-1-yl)ethoxy)imidazo[1,2-a]pyridine-3-carboxamide). Isolated yield 73.8%. RXN SMILES: Cl[C:2]1[CH:7]=[CH:6][N:5]2[C:8]([C:11]([NH:13][C:14]3[CH:22]=[CH:21][CH:20]=[C:19]4[C:15]=3[C:16]([CH:31]3[CH2:33][CH2:32]3)=[N:17][N:18]4[CH2:23][C:24]3[CH:29]=[CH:28][CH:27]=[C:26]([CH3:30])[N:25]=3)=[O:12])=[CH:9][N:10]=[C:4]2[CH:3]=1.[OH-].[K+].[CH3:36][N:37]1[CH2:42][CH2:41][N:40]([CH2:43][CH2:44][OH:45])[CH2:39][CH2:38]1>O.CS(C)=O.C1COCC1>[CH:31]1([C:16]2[C:15]3[C:19](=[CH:20][CH:21]=[CH:22][C:14]=3[NH:13][C:11]([C:8]3[N:5]4[CH:6]=[CH:7][C:2]([O:45][CH2:44][CH2:43][N:40]5[CH2:41][CH2:42][N:37]([CH3:36])[CH2:38][CH2:39]5)=[CH:3][C:4]4=[N:10][CH:9]=3)=[O:12])[N:18]([CH2:23][C:24]3[CH:29]=[CH:28][CH:27]=[C:26]([CH3:30])[N:25]=3)[N:17]=2)[CH2:32][CH2:33]1 |f:1.2|. Reported procedure: 7-Chloro-N-(3-cyclopropyl-1-((6-methylpyridin-2-yl)methyl)-1H-indazol-4-yl)imidazo[1,2-a]pyridine-3-carboxamide (5.0 g, 10.9 mmol), potassium hydroxide (3.38 g, 60.2 mmol), DMSO (50 mL), and 2-(4-methylpiperazin-1-yl)ethanol (3.16 g, 21.9 mmol) were combined under nitrogen and heated to 95° C. for 16 hours. The mixture was cooled to ambient temperature and THF (300 mL) was added. The slurry was stirred at ambient temperature for 3 hours. The solids were filtered off and the THF removed from the ... As a reaction SMILES: [CH3:1][c:2]1[c:3](-[c:13]2[cH:14][c:15]3[cH:16][n:17][c:18]([NH:23][CH3:24])[n:19][c:20]3[cH:21][cH:22]2)[c:4]2[cH:5][cH:6][nH:7][c:8](=[O:12])[c:9]2[cH:10][cH:11]1.[P:25]([Cl:26])([Cl:27])([Cl:28])=[O:29]>>[CH3:1][c:2]1[c:3](-[c:13]2[cH:14][c:15]3[cH:16][n:17][c:18]([NH:23][CH3:24])[n:19][c:20]3[cH:21][cH:22]2)[c:4]2[cH:5][cH:6][n:7][c:8]([Cl:27])[c:9]2[cH:10][cH:11]1. Reactants: CNc1ncc2cc(-c3c(C)ccc4c(=O)[nH]ccc34)ccc2n1, O=P(Cl)(Cl)Cl. Yields the product CNc1ncc2cc(-c3c(C)ccc4c(Cl)nccc34)ccc2n1. Starting materials: CC(C)(C)OC(=O)c1ccc(CCBr)cc1, C=CCOC(=O)C(Cc1ccc(C(=O)OC)cc1)C(=O)OCC=C, [H-], [Na+], CN(C)C=O. Yields the product C=CCOC(=O)C(CCc1ccc(C(=O)OC(C)(C)C)cc1)(Cc1ccc(C(=O)OC)cc1)C(=O)OCC=C. RXN SMILES: [Br:27][CH2:28][CH2:29][c:30]1[cH:31][cH:32][c:33]([C:34](=[O:35])[O:36][C:37]([CH3:38])([CH3:39])[CH3:40])[cH:41][cH:42]1.[CH3:3][O:4][C:5](=[O:6])[c:7]1[cH:8][cH:9][c:10]([CH2:11][CH:12]([C:13](=[O:14])[O:15][CH2:16][CH:17]=[CH2:18])[C:19](=[O:20])[O:21][CH2:22][CH:23]=[CH2:24])[cH:25][cH:26]1.[H-:1].[Na+:2].[O:43]=[CH:44][N:45]([CH3:46])[CH3:47]>>[CH3:3][O:4][C:5](=[O:6])[c:7]1[cH:8][cH:9][c:10]([CH2:11][C:12]([C:13](=[O:14])[O:15][CH2:16][CH:17]=[CH2:18])([C:19](=[O:20])[O:21][CH2:22][CH:23]=[CH2:24])[CH2:28][CH2:29][c:30]2[cH:31][cH:32][c:33]([C:34](=[O:35])[O:36][C:37]([CH3:38])([CH3:39])[CH3:40])[cH:41][cH:42]2)[cH:25][cH:26]1. Starting materials: COC(Cl)Cl, Cc1cc2c(Cl)cc(F)c(-n3c(=O)cc(C(F)(F)F)n(C)c3=O)c2o1, ClCCl, Cl, Cl[Sn](Cl)(Cl)Cl. Yields the product Cc1oc2c(-n3c(=O)cc(C(F)(F)F)n(C)c3=O)c(F)cc(Cl)c2c1C=O. Reaction SMILES: [CH3:26][O:27][CH:28]([Cl:29])[Cl:30].[Cl:1][c:2]1[cH:3][c:4]([F:25])[c:5](-[n:12]2[c:13](=[O:24])[n:14]([CH3:23])[c:15]([C:19]([F:20])([F:21])[F:22])[cH:16][c:17]2=[O:18])[c:6]2[c:7]1[cH:8][c:9]([CH3:11])[o:10]2.[Cl:37][CH2:38][Cl:39].[ClH:36].[Sn:31]([Cl:32])([Cl:33])([Cl:34])[Cl:35]>>[Cl:1][c:2]1[cH:3][c:4]([F:25])[c:5](-[n:12]2[c:13](=[O:24])[n:14]([CH3:23])[c:15]([C:19]([F:20])([F:21])[F:22])[cH:16][c:17]2=[O:18])[c:6]2[c:7]1[c:8]([CH:26]=[O:27])[c:9]([CH3:11])[o:10]2.